From a dataset of the Open Reaction Database (ORD), a public repository of structured organic reaction records. describe an organic reaction: reactants, conditions, products, and yield Starting materials: [Si](C)(C)(C(C)(C)C)OCC=1C=C(C=CC1)N1N=C(C=C1N)C1=C(C=CC=C1)F (1-(3-((t-butyldimethylsilyloxy)methyl)phenyl)-3-(2-fluorophenyl)-1H-pyrazol-5-amine), FC1=C(C=CC(=C1F)F)N=C=O (2,3,4-trifluorophenyl isocyanate). Yields the product FC1=C(C=CC(=C1F)F)NC(=O)NC1=CC(=NN1C1=CC(=CC=C1)CO)C1=C(C=CC=C1)F (1-(2,3,4-trifluorophenyl)-3-(3-(2-fluorophenyl)-1-(3-(hydroxymethyl)phenyl)-1H-pyrazol-5-yl)urea). Isolated yield 72.3%. Reaction SMILES: [Si]([O:8][CH2:9][C:10]1[CH:11]=[C:12]([N:16]2[C:20]([NH2:21])=[CH:19][C:18]([C:22]3[CH:27]=[CH:26][CH:25]=[CH:24][C:23]=3[F:28])=[N:17]2)[CH:13]=[CH:14][CH:15]=1)(C(C)(C)C)(C)C.[F:29][C:30]1[C:35]([F:36])=[C:34]([F:37])[CH:33]=[CH:32][C:31]=1[N:38]=[C:39]=[O:40]>>[F:29][C:30]1[C:35]([F:36])=[C:34]([F:37])[CH:33]=[CH:32][C:31]=1[NH:38][C:39]([NH:21][C:20]1[N:16]([C:12]2[CH:13]=[CH:14][CH:15]=[C:10]([CH2:9][OH:8])[CH:11]=2)[N:17]=[C:18]([C:22]2[CH:27]=[CH:26][CH:25]=[CH:24][C:23]=2[F:28])[CH:19]=1)=[O:40]. Procedure details: Using general method A, 1-(3-((t-butyldimethylsilyloxy)methyl)phenyl)-3-(2-fluorophenyl)-1H-pyrazol-5-amine (available from ethyl 3-(5-amino-3-(2-fluorophenyl)-1H-pyrazol-1-yl)benzoate using general method followed by protection with TBSCl) (0.4 g, 1.0 mmol) was combined with 2,3,4-trifluorophenyl isocyanate (0.32 g, 1.2 mmol) to yield 1-(2,3,4-trifluorophenyl)-3-(3-(2-fluorophenyl)-1-(3-(hydroxymethyl)phenyl)-1H-pyrazol-5-yl)urea (330 mg, 72% yield). 1H NMR (400 MHz, DMSO-d6): δ 9.14 (brs, 1H),... The reactants are C1=CCCCC1, CCO, [OH-], [OH-], [Pd+2], COC(=O)CCC(CCCCOCc1ccccc1)CCCc1cccnc1. Product: COC(=O)CCC(CCCCO)CCCc1cccnc1. Reaction SMILES: [CH2:29]1[CH2:30][CH:31]=[CH:32][CH2:33][CH2:34]1.[CH3:35][CH2:36][OH:37].[OH-:38].[OH-:40].[Pd+2:39].[n:1]1[cH:2][c:3]([CH2:7][CH2:8][CH2:9][CH:10]([CH2:11][CH2:12][C:13](=[O:14])[O:15][CH3:16])[CH2:17][CH2:18][CH2:19][CH2:20][O:21][CH2:22][c:23]2[cH:24][cH:25][cH:26][cH:27][cH:28]2)[cH:4][cH:5][cH:6]1>>[n:1]1[cH:2][c:3]([CH2:7][CH2:8][CH2:9][CH:10]([CH2:11][CH2:12][C:13](=[O:14])[O:15][CH3:16])[CH2:17][CH2:18][CH2:19][CH2:20][OH:21])[cH:4][cH:5][cH:6]1.